Task: describe an organic reaction: reactants, conditions, products, and yield. Dataset: the Open Reaction Database (ORD), a public repository of structured organic reaction records The reactants are ClC=1N=NC=C2C1N(C(=C2C)C)CC2C(C2)C (7-chloro-2,3-dimethyl-1-(2-methylcyclopropylmethyl)pyrrolo[2,3-d]pyridazine), FC1=CC=C(CO)C=C1 (4-fluorobenzyl alcohol). The product is FC1=CC=C(COC=2N=NC=C3C2N(C(=C3C)C)CC3C(C3)C)C=C1 (7-(4-Fluorobenzyloxy)-2,3-dimethyl-1-(2-methylcyclopropylmethyl)pyrrolo[2,3-d]pyridazine). The yield is 91.6%. As a reaction SMILES: Cl[C:2]1[N:3]=[N:4][CH:5]=[C:6]2[C:10]([CH3:11])=[C:9]([CH3:12])[N:8]([CH2:13][CH:14]3[CH2:16][CH:15]3[CH3:17])[C:7]=12.[F:18][C:19]1[CH:26]=[CH:25][C:22]([CH2:23][OH:24])=[CH:21][CH:20]=1>>[F:18][C:19]1[CH:26]=[CH:25][C:22]([CH2:23][O:24][C:2]2[N:3]=[N:4][CH:5]=[C:6]3[C:10]([CH3:11])=[C:9]([CH3:12])[N:8]([CH2:13][CH:14]4[CH2:16][CH:15]4[CH3:17])[C:7]=23)=[CH:21][CH:20]=1. Reported procedure: The title compound (trans) was prepared as a white powder in 91.60% yield in a similar procedure to that described in Example 1 by using 7-chloro-2,3-dimethyl-1-(2-methylcyclopropylmethyl)pyrrolo[2,3-d]pyridazine and 4-fluorobenzyl alcohol. Starting materials: C(C)C1=NC=C(C=C1)[N+](=O)[O-] (2-Ethyl-5-nitropyridine). The product is NC=1C=CC(=NC1)CC (5-amino-2-ethylpyridine). As a reaction SMILES: [CH2:1]([C:3]1[CH:8]=[CH:7][C:6]([N+:9]([O-])=O)=[CH:5][N:4]=1)[CH3:2]>[Pd]>[NH2:9][C:6]1[CH:7]=[CH:8][C:3]([CH2:1][CH3:2])=[N:4][CH:5]=1. Reagents/catalysts: [Pd] (palladium charcoal). Reported procedure: 2-Ethyl-5-nitropyridine (16.3 g) was dissolved in IMS (200 ml) and hydrogenated at ambient temperature at 1 atmosphere using 10% palladium charcoal (0.5 g) as the catalyst. The mixture was filtered to remove the catalyst and the filtrate evaporated to give 5-amino-2-ethylpyridine as an oil. Run in IMS. Reactants: O=C([O-])[O-], CI, [K+], [K+], CN(C)C=O, O, O=Cc1cccc(O)c1O. Yields the product COc1c(O)cccc1C=O. As a reaction SMILES: [C:11](=[O:12])([O-:13])[O-:14].[I:17][CH3:18].[K+:15].[K+:16].[O:20]=[CH:21][N:22]([CH3:23])[CH3:24].[OH2:19].[OH:1][c:2]1[c:3]([CH:4]=[O:5])[cH:6][cH:7][cH:8][c:9]1[OH:10]>>[O:1]([c:2]1[c:3]([CH:4]=[O:5])[cH:6][cH:7][cH:8][c:9]1[OH:10])[CH3:11]. Starting materials: C(=O)(O)C1NCC2=CC=CC=C2C1 (3-carboxy-1,2,3,4-tetrahydroisoquinoline), C=O (formaldehyde), Cl (hydrochloric acid). Solvent: C(=O)O (formic acid), O (water). Yields the product CN1CC2=CC=CC=C2CC1C(=O)O (2-Methyl-1,2,3,4-tetrahydroisoquinoline-3-carboxylic acid). The yield is 53.0%. Reaction SMILES: [C:1]([CH:4]1[CH2:13][C:12]2[C:7](=[CH:8][CH:9]=[CH:10][CH:11]=2)[CH2:6][NH:5]1)([OH:3])=[O:2].[CH2:14]=O.Cl>C(O)=O.O>[CH3:14][N:5]1[CH:4]([C:1]([OH:3])=[O:2])[CH2:13][C:12]2[C:7](=[CH:8][CH:9]=[CH:10][CH:11]=2)[CH2:6]1. Procedure: A solution of 0.364 g (2.07 mmol) of 3-carboxy-1,2,3,4-tetrahydroisoquinoline in 25 mL of formic acid was combined with 2.5 mL of 37% formaldehyde. The resulting mixture was allowed to reflux for approximately 17 hours. After cooling, the mixture was contentrated under reduced pressure to provide a gum. This gum was dissolved in 3.0 mL of water, adjusted to a pH 2 using hydrochloric acid and then purified using ion-exchange chromatography (Dowex 50x-8, 100 meshcation) to provide 0.21 g of a yell... Procedure: Compound I (370 mg, 1.40 mmol), 2-aminopyridine (145 mg, 1.54 mmol), tBuOK (235 mg, 2.10 mmol), (±)-BINAP (35 mg, 0.01 mmol) and Pd2(dba)3 (32 mg, 0.006 mmol) were stirred in toluene (5 mL) at 90° C. under Ar(g) for 17 h. The reaction mixture was then diluted with CH2Cl2 (5 mL), and silica was added followed by the removal of the solvent under reduced pressure. The resulting dry loaded material was purified by silica gel column chromatography eluting with hexane/EtOAc (60:40 then 50:50) to furni... Run in C1(=CC=CC=C1)C (toluene), C(Cl)Cl (CH2Cl2). RXN SMILES: [CH2:1]([O:8][C:9]1[CH:10]=[CH:11][C:12](Br)=[N:13][CH:14]=1)[C:2]1[CH:7]=[CH:6][CH:5]=[CH:4][CH:3]=1.[NH2:16][C:17]1[CH:22]=[CH:21][CH:20]=[CH:19][N:18]=1.C(O[K])(C)(C)C>C1(C)C=CC=CC=1.C(Cl)Cl.C1C=CC(/C=C/C(/C=C/C2C=CC=CC=2)=O)=CC=1.C1C=CC(/C=C/C(/C=C/C2C=CC=CC=2)=O)=CC=1.C1C=CC(/C=C/C(/C=C/C2C=CC=CC=2)=O)=CC=1.[Pd].[Pd]>[CH2:1]([O:8][C:9]1[CH:10]=[CH:11][C:12]([NH:16][C:17]2[CH:22]=[CH:21][CH:20]=[CH:19][N:18]=2)=[N:13][CH:14]=1)[C:2]1[CH:7]=[CH:6][CH:5]=[CH:4][CH:3]=1 |f:5.6.7.8.9|. Product: C(C1=CC=CC=C1)OC=1C=CC(=NC1)NC1=NC=CC=C1 ((5-Benzyloxy-pyridin-2-yl)-pyridin-2-yl-amine). Reagents/catalysts: C=1C=CC(=CC1)/C=C/C(=O)/C=C/C2=CC=CC=C2.C=1C=CC(=CC1)/C=C/C(=O)/C=C/C2=CC=CC=C2.C=1C=CC(=CC1)/C=C/C(=O)/C=C/C2=CC=CC=C2.[Pd].[Pd] (Pd2(dba)3). Reactants: C(C1=CC=CC=C1)OC=1C=CC(=NC1)Br (5-Benzyloxy-2-bromo-pyridine), NC1=NC=CC=C1 (2-aminopyridine), C(C)(C)(C)O[K] (tBuOK), (±)-BINAP, ( g ). The yield is 91.4%. Product: NC(CCCNC(=O)OCc1ccccc1)C(=O)NC(CO)C(=O)NCCNC(=O)OCc1ccccc1, Cl. Reactants: CC(C)(C)OC(=O)NC(CCCNC(=O)OCc1ccccc1)C(=O)NC(CO)C(=O)NCCNC(=O)OCc1ccccc1, Cl, C1COCCO1. RXN SMILES: [CH2:2]([c:3]1[cH:4][cH:5][cH:6][cH:7][cH:8]1)[O:9][C:10](=[O:11])[NH:12][CH2:13][CH2:14][CH2:15][CH:16]([NH:17][C:18]([O:19][C:20]([CH3:21])([CH3:22])[CH3:23])=[O:24])[C:25](=[O:26])[NH:27][CH:28]([CH2:29][OH:30])[C:31](=[O:32])[NH:33][CH2:34][CH2:35][NH:36][C:37](=[O:38])[O:39][CH2:40][c:41]1[cH:42][cH:43][cH:44][cH:45][cH:46]1.[ClH:1].[O:47]1[CH2:48][CH2:49][O:50][CH2:51][CH2:52]1>>[CH2:2]([c:3]1[cH:4][cH:5][cH:6][cH:7][cH:8]1)[O:9][C:10](=[O:11])[NH:12][CH2:13][CH2:14][CH2:15][CH:16]([NH2:17])[C:25](=[O:26])[NH:27][CH:28]([CH2:29][OH:30])[C:31](=[O:32])[NH:33][CH2:34][CH2:35][NH:36][C:37](=[O:38])[O:39][CH2:40][c:41]1[cH:42][cH:43][cH:44][cH:45][cH:46]1.[ClH:1].